From a dataset of the Open Reaction Database (ORD), a public repository of structured organic reaction records. describe an organic reaction: reactants, conditions, products, and yield RXN SMILES: [Cl:1][C:2]1[C:3]([O:11][CH2:12][O:13][CH3:14])=[CH:4][C:5]([OH:10])=[C:6]([CH:9]=1)[CH:7]=O.Br[CH2:16][C:17](=[O:19])[CH3:18].C(=O)([O-])[O-].[K+].[K+]>C(#N)C>[Cl:1][C:2]1[C:3]([O:11][CH2:12][O:13][CH3:14])=[CH:4][C:5]2[O:10][C:16]([C:17](=[O:19])[CH3:18])=[CH:7][C:6]=2[CH:9]=1 |f:2.3.4|. Reactants: ClC=1C(=CC(=C(C=O)C1)O)OCOC (5-chloro-2-hydroxy-4-(methoxymethoxy)benzaldehyde), BrCC(C)=O (bromoacetone), C([O-])([O-])=O.[K+].[K+] (potassium carbonate). Solvent: C(C)#N (acetonitrile). Procedure details: Using 5-chloro-2-hydroxy-4-(methoxymethoxy)benzaldehyde (1.50 g, 6.94 mmol), acetonitrile (14 mL), bromoacetone (1.57 g, 10.4 mmol) and potassium carbonate (2.87 g, 20.8 mmol), an operation in the same manner as in Reference Example 86 was performed to give the title compound (1.28 g, yield 72%). The yield is 72.4%. The product is ClC=1C(=CC2=C(C=C(O2)C(C)=O)C1)OCOC (1-[5-chloro-6-(methoxymethoxy)-1-benzofuran-2-yl]ethanone). Starting materials: CC=1C=CC(=NC1)S(=O)(=O)NC1=NC(=NC(=C1OC1=C(C=CC=C1)OC)Cl)C (5-methyl-N-[6-chloro-5-(o-methoxyphenoxy)-2-methyl-4-pyrimidinyl]-2-pyridine sulfonamide), NCCO (2-aminoethanol). The product is CC=1C=CC(=NC1)S(=O)(=O)NC1=NC(=NC(=C1OC1=C(C=CC=C1)OC)OCCN)C (5-methyl-N-[6-(2-aminoethoxy)-5-(o-methoxyphenoxy)-2-methyl-4-pyrimidinyl]-2-pyridine sulfonamide). Reaction SMILES: [CH3:1][C:2]1[CH:3]=[CH:4][C:5]([S:8]([NH:11][C:12]2[C:17]([O:18][C:19]3[CH:24]=[CH:23][CH:22]=[CH:21][C:20]=3[O:25][CH3:26])=[C:16](Cl)[N:15]=[C:14]([CH3:28])[N:13]=2)(=[O:10])=[O:9])=[N:6][CH:7]=1.[NH2:29][CH2:30][CH2:31][OH:32]>>[CH3:1][C:2]1[CH:3]=[CH:4][C:5]([S:8]([NH:11][C:12]2[C:17]([O:18][C:19]3[CH:24]=[CH:23][CH:22]=[CH:21][C:20]=3[O:25][CH3:26])=[C:16]([O:32][CH2:31][CH2:30][NH2:29])[N:15]=[C:14]([CH3:28])[N:13]=2)(=[O:10])=[O:9])=[N:6][CH:7]=1. Procedure: According to the procedure described in Example 4b) 1.00 g 5-methyl-N-[6-chloro-5-(o-methoxyphenoxy)-2-methyl-4-pyrimidinyl]-2-pyridine sulfonamide was reacted with 2-aminoethanol to give 1.05 g 5-methyl-N-[6-(2-aminoethoxy)-5-(o-methoxyphenoxy)-2-methyl-4-pyrimidinyl]-2-pyridine sulfonamide. LC-MS: tR=2.93 min, [M+1]+=446.51, [M−1]−=444.53. Starting materials: NC1=CC=C2C(=N1)C(=CN2)C2CCN(CC2)C (5-amino-3-(1-methylpiperidin-4-yl)pyrrolo[3,2-b]pyridine), S1C(=CC=C1)C(=O)Cl (2-thiophenecarbonyl chloride). Product: S1C(=CC=C1)C(=O)NC1=CC=C2C(=N1)C(=CN2)C2CCN(CC2)C (5-(N-[2-thiophenecarbonyl]amino)-3-(1-methylpiperidin-4-yl)pyrrolo[3,2-b]pyridine). Yield: 35.5%. As a reaction SMILES: [NH2:1][C:2]1[N:7]=[C:6]2[C:8]([CH:11]3[CH2:16][CH2:15][N:14]([CH3:17])[CH2:13][CH2:12]3)=[CH:9][NH:10][C:5]2=[CH:4][CH:3]=1.[S:18]1[CH:22]=[CH:21][CH:20]=[C:19]1[C:23](Cl)=[O:24]>>[S:18]1[CH:22]=[CH:21][CH:20]=[C:19]1[C:23]([NH:1][C:2]1[N:7]=[C:6]2[C:8]([CH:11]3[CH2:16][CH2:15][N:14]([CH3:17])[CH2:13][CH2:12]3)=[CH:9][NH:10][C:5]2=[CH:4][CH:3]=1)=[O:24]. Reported procedure: Beginning with 0.100 gm (0.43 mMol) 5-amino-3-(1-methylpiperidin-4-yl)pyrrolo[3,2-b]pyridine and 0.056 mL (0.52 mMol) 2-thiophenecarbonyl chloride, 0.052 gm (34%) of the title compound was recovered as a crystalline solid by the procedure described in Example 4.